describe an organic reaction: reactants, conditions, products, and yield From a dataset of the Open Reaction Database (ORD), a public repository of structured organic reaction records. Reactants: O=C(CBr)OCc1ccccc1, COCCOCOc1cc2c(cc1F)C(O)(c1ccc(N(CC(=O)OC(C)(C)C)CC(=O)OC(C)(C)C)c(O)c1)c1cc(F)c(OCOCCOC)cc1O2, [H-], [Na+], CN(C)C=O. The product is COCCOCOc1cc2c(cc1F)C(O)(c1ccc(N(CC(=O)OC(C)(C)C)CC(=O)OC(C)(C)C)c(OCC(=O)OCc3ccccc3)c1)c1cc(F)c(OCOCCOC)cc1O2. As a reaction SMILES: [Br:58][CH2:59][C:60](=[O:61])[O:62][CH2:63][c:64]1[cH:65][cH:66][cH:67][cH:68][cH:69]1.[C:1]([CH3:2])([CH3:3])([CH3:4])[O:5][C:6]([CH2:7][N:8]([c:9]1[c:10]([OH:46])[cH:11][c:12]([C:15]2([OH:45])[c:16]3[cH:17][c:18]([F:44])[c:19]([O:37][CH2:38][O:39][CH2:40][CH2:41][O:42][CH3:43])[cH:20][c:21]3[O:22][c:23]3[cH:24][c:25]([O:30][CH2:31][O:32][CH2:33][CH2:34][O:35][CH3:36])[c:26]([F:29])[cH:27][c:28]32)[cH:13][cH:14]1)[CH2:47][C:48](=[O:49])[O:50][C:51]([CH3:52])([CH3:53])[CH3:54])=[O:55].[H-:56].[Na+:57].[O:70]=[CH:71][N:72]([CH3:73])[CH3:74]>>[C:1]([CH3:2])([CH3:3])([CH3:4])[O:5][C:6]([CH2:7][N:8]([c:9]1[c:10]([O:46][CH2:59][C:60](=[O:61])[O:62][CH2:63][c:64]2[cH:65][cH:66][cH:67][cH:68][cH:69]2)[cH:11][c:12]([C:15]2([OH:45])[c:16]3[cH:17][c:18]([F:44])[c:19]([O:37][CH2:38][O:39][CH2:40][CH2:41][O:42][CH3:43])[cH:20][c:21]3[O:22][c:23]3[cH:24][c:25]([O:30][CH2:31][O:32][CH2:33][CH2:34][O:35][CH3:36])[c:26]([F:29])[cH:27][c:28]32)[cH:13][cH:14]1)[CH2:47][C:48](=[O:49])[O:50][C:51]([CH3:52])([CH3:53])[CH3:54])=[O:55]. The reactants are CCOc1ccc(N(C(=O)OC(C)(C)C)c2c3c(nc4ccnn24)N(C2CCCN(C(=O)OC(C)(C)C)C2)CC3)cc1, C1CCOC1, O=C1CCC(=O)N1Cl, [Na+], [Na+], O=S([O-])([O-])=S. The product is CCOc1ccc(N(C(=O)OC(C)(C)C)c2c3c(nc4c(Cl)cnn24)N(C2CCCN(C(=O)OC(C)(C)C)C2)CC3)cc1. As a reaction SMILES: [C:1]([CH3:2])([CH3:3])([CH3:4])[O:5][C:6](=[O:7])[N:8]([c:9]1[c:10]2[c:14]([n:15][c:16]3[cH:17][cH:18][n:19][n:20]13)[N:13]([CH:21]1[CH2:22][N:23]([C:27](=[O:28])[O:29][C:30]([CH3:31])([CH3:32])[CH3:33])[CH2:24][CH2:25][CH2:26]1)[CH2:12][CH2:11]2)[c:34]1[cH:35][cH:36][c:37]([O:40][CH2:41][CH3:42])[cH:38][cH:39]1.[CH2:58]1[O:59][CH2:60][CH2:61][CH2:62]1.[Cl:43][N:44]1[C:45](=[O:46])[CH2:47][CH2:48][C:49]1=[O:50].[Na+:56].[Na+:57].[S:51]([O-:52])([O-:53])(=[O:54])=[S:55]>>[C:1]([CH3:2])([CH3:3])([CH3:4])[O:5][C:6](=[O:7])[N:8]([c:9]1[c:10]2[c:14]([n:15][c:16]3[c:17]([Cl:43])[cH:18][n:19][n:20]13)[N:13]([CH:21]1[CH2:22][N:23]([C:27](=[O:28])[O:29][C:30]([CH3:31])([CH3:32])[CH3:33])[CH2:24][CH2:25][CH2:26]1)[CH2:12][CH2:11]2)[c:34]1[cH:35][cH:36][c:37]([O:40][CH2:41][CH3:42])[cH:38][cH:39]1. The reactants are C=C (ethylene), copolymer ( d ), C1CCCC2CCCCC12 (decalin), C=CC1=CC=CC=C1 (styrene), copolymer ( d ). The product is C=C.C=CC1=CC=CC=C1 (Ethylene/styrene). RXN SMILES: C=C.[CH2:3]=[CH:4]C1C=CC=CC=1.[CH2:11]1[CH:20]2[CH:15]([CH2:16][CH2:17]CC2)[CH2:14][CH2:13][CH2:12]1>>[CH2:3]=[CH2:4].[CH2:17]=[CH:16][C:15]1[CH:20]=[CH:11][CH:12]=[CH:13][CH:14]=1 |f:3.4|. Reported procedure: After the completion of the polymerization, 250 ml of isobutyl alcohol and 10 ml of aqueous hydrochloric acid were added to the mixture and heated at 80° C. for 30 min under agitation. The obtained reaction mixture containing isobutyl alcohol was transferred to a separating funnel, washed with 250 ml of water twice and separated into an oil phase and a water phase. The oil phase was poured into 3 lit. of methanol to thereby precipitate a polymer. The precipitated and separated polymer was dried ... Reactants: aqueous solution, C=O (formaldehyde), CC1(OC(=O)CC(=O)O1)C (Meldrum's acid), N1=CC=CC=C1 (pyridine). Solvent: hexanes. Conditions: time 1 hour. Product: [OH-].OC1=C(C(OC(O1)(C)C)=O)C[N+]1=CC=CC=C1 (1-[(6-hydroxy-2,2-dimethyl-4-oxo-4H-1,3-dioxin-5-yl)methyl]pyridinium hydroxide). The yield is 91.6%. RXN SMILES: [CH3:1][C:2]1([CH3:10])[O:9][C:7](=[O:8])[CH2:6][C:4](=[O:5])[O:3]1.[CH2:11]=O.[N:13]1[CH:18]=[CH:17][CH:16]=[CH:15][CH:14]=1>>[OH-:3].[OH:8][C:7]1[O:9][C:2]([CH3:10])([CH3:1])[O:3][C:4](=[O:5])[C:6]=1[CH2:11][N+:13]1[CH:18]=[CH:17][CH:16]=[CH:15][CH:14]=1 |f:3.4|. Procedure: Meldrum's acid (20 g, 0.139 mol) was dissolved in 50 ml of pyridine. The solution immediately turned yellow and was somewhat exothermic. After dissolution was complete, a 37% aqueous solution of formaldehyde (10.4 ml, 0.139 mol) was added in one portion. The reaction mixture was allowed to stir for one hour under argon. The solvent was removed in vacuo at 55° C. after which yellow crystals were isolated. These crystals were then stirred with 200 ml of hexanes for 30 minutes and filtered providin... Reactants: C1=C(C=CC2=CC=CC=C12)NC1=C(C=C(C(=O)O)C=C1S(N)(=O)=O)[N+](=O)[O-] (4-(β-naphthylamino)-3-nitro-5-sulphamyl-benzoic acid), N(C1=CC=CC=C1)C1=C(C=C(C(=O)O)C=C1S(N)(=O)=O)[N+](=O)[O-] (4-anilino-3-nitro-5-sulphamyl-benzoic acid). Product: NC=1C=C(C(=O)O)C=C(C1NC1=CC2=CC=CC=C2C=C1)S(N)(=O)=O (3-amino-4-(β-naphthylamino)-5-sulphamyl-benzoic acid). Reaction SMILES: [CH:1]1[C:10]2[C:5](=[CH:6][CH:7]=[CH:8][CH:9]=2)[CH:4]=[CH:3][C:2]=1[NH:11][C:12]1[C:20]([S:21](=[O:24])(=[O:23])[NH2:22])=[CH:19][C:15]([C:16]([OH:18])=[O:17])=[CH:14][C:13]=1[N+:25]([O-])=O.N(C1C(S(=O)(=O)N)=CC(C(O)=O)=CC=1[N+]([O-])=O)C1C=CC=CC=1>>[NH2:25][C:13]1[CH:14]=[C:15]([CH:19]=[C:20]([S:21](=[O:24])(=[O:23])[NH2:22])[C:12]=1[NH:11][C:2]1[CH:3]=[CH:4][C:5]2[C:10](=[CH:9][CH:8]=[CH:7][CH:6]=2)[CH:1]=1)[C:16]([OH:18])=[O:17]. Reported procedure: By substituting 4-(β-naphthylamino)-3-nitro-5-sulphamyl-benzoic acid for the 4-anilino-3-nitro-5-sulphamyl-benzoic acid of Example 9 B, the above compound was obtained with a melting point of 245°C.